This data is from the Open Reaction Database (ORD), a public repository of structured organic reaction records. The task is: describe an organic reaction: reactants, conditions, products, and yield Reactants: C(C)(C)(C)OC(NC(C(=O)C1=CC(=C(C=C1)Br)OC)C1=CC(=C(C=C1)Cl)Cl)=O (rac-[2-(4-bromo-3-methoxy-phenyl)-1-(3,4-dichloro-phenyl)-2-oxo-ethyl]-carbamic acid tert-butyl ester), FC=1C=C(C=NC1)B(O)O (5-fluoropyridine-3-boronic acid), (M-tBuOH)−H. Yields the product C(C)(C)(C)OC(NC(C(=O)C1=CC(=C(C=C1)C=1C=NC=C(C1)F)OC)C1=CC(=C(C=C1)Cl)Cl)=O (rac-[1-(3,4-Dichloro-phenyl)-2-[4-(5-fluoro-pyridin-3-yl)-3-methoxy-phenyl]-2-oxo-ethyl]-carbamic acid tert-butyl ester). As a reaction SMILES: [C:1]([O:5][C:6](=[O:28])[NH:7][CH:8]([C:20]1[CH:25]=[CH:24][C:23]([Cl:26])=[C:22]([Cl:27])[CH:21]=1)[C:9]([C:11]1[CH:16]=[CH:15][C:14](Br)=[C:13]([O:18][CH3:19])[CH:12]=1)=[O:10])([CH3:4])([CH3:3])[CH3:2].[F:29][C:30]1[CH:31]=[C:32](B(O)O)[CH:33]=[N:34][CH:35]=1>>[C:1]([O:5][C:6](=[O:28])[NH:7][CH:8]([C:20]1[CH:25]=[CH:24][C:23]([Cl:26])=[C:22]([Cl:27])[CH:21]=1)[C:9]([C:11]1[CH:16]=[CH:15][C:14]([C:32]2[CH:33]=[N:34][CH:35]=[C:30]([F:29])[CH:31]=2)=[C:13]([O:18][CH3:19])[CH:12]=1)=[O:10])([CH3:4])([CH3:3])[CH3:2]. Procedure: The title compound was prepared from rac-[2-(4-bromo-3-methoxy-phenyl)-1-(3,4-dichloro-phenyl)-2-oxo-ethyl]-carbamic acid tert-butyl ester and 5-fluoropyridine-3-boronic acid in analogy to Example 1b): MS (ISN): 503.0 (M−H)− and 429.01 ((M-tBuOH)−H)−. Yields the product CCOC(=O)C(C)(C)Oc1cc(O)cc2ccccc12. The reactants are CC(=O)O, CCOC(=O)C(C)(C)Oc1cc(OC(=O)OC)cc2ccccc12, CC[O-], CCO, [Na+]. As a reaction SMILES: [C:29]([OH:30])(=[O:31])[CH3:32].[CH2:1]([CH3:2])[O:3][C:4]([C:5]([CH3:6])([CH3:7])[O:8][c:9]1[cH:10][c:11]([O:19][C:20]([O:21][CH3:22])=[O:23])[cH:12][c:13]2[cH:14][cH:15][cH:16][cH:17][c:18]12)=[O:24].[CH3:26][CH2:27][O-:28].[CH3:33][CH2:34][OH:35].[Na+:25]>>[CH2:1]([CH3:2])[O:3][C:4]([C:5]([CH3:6])([CH3:7])[O:8][c:9]1[cH:10][c:11]([OH:19])[cH:12][c:13]2[cH:14][cH:15][cH:16][cH:17][c:18]12)=[O:24]. Starting materials: BrCCC[S@@](=NC(C1=CN=CC(=C1)C#CC1=CC(=CC=C1)NC(=O)C1=CC(=NN1C)C)=O)(C1=CC=CC=C1)=O ((S)-N-[(3-bromopropyl)(oxido)phenyl--sulfanylidene]-5-[(3-{[(1,3-dimethyl-1H-pyrazol-5-yl)carbonyl]amino}phenyl)ethynyl]nicotinamide), CNC (dimethylamine). The product is CN(CCC[S@@](=NC(C1=CN=CC(=C1)C#CC1=CC(=CC=C1)NC(=O)C1=CC(=NN1C)C)=O)(C1=CC=CC=C1)=O)C ((S)-N-{[3-(dimethylamino)propyl](oxido)phenyl--sulfanylidene}-5-[(3-{[(1,3-dimethyl-1H-pyrazol-5-yl)carbonyl]amino}phenyl)ethynyl]nicotinamide). As a reaction SMILES: Br[CH2:2][CH2:3][CH2:4][S@:5](=[O:39])([C:33]1[CH:38]=[CH:37][CH:36]=[CH:35][CH:34]=1)=[N:6][C:7](=[O:32])[C:8]1[CH:13]=[C:12]([C:14]#[C:15][C:16]2[CH:21]=[CH:20][CH:19]=[C:18]([NH:22][C:23]([C:25]3[N:29]([CH3:30])[N:28]=[C:27]([CH3:31])[CH:26]=3)=[O:24])[CH:17]=2)[CH:11]=[N:10][CH:9]=1.[CH3:40][NH:41][CH3:42]>>[CH3:40][N:41]([CH3:42])[CH2:2][CH2:3][CH2:4][S@:5](=[O:39])([C:33]1[CH:38]=[CH:37][CH:36]=[CH:35][CH:34]=1)=[N:6][C:7](=[O:32])[C:8]1[CH:13]=[C:12]([C:14]#[C:15][C:16]2[CH:21]=[CH:20][CH:19]=[C:18]([NH:22][C:23]([C:25]3[N:29]([CH3:30])[N:28]=[C:27]([CH3:31])[CH:26]=3)=[O:24])[CH:17]=2)[CH:11]=[N:10][CH:9]=1. Procedure details: In a manner similar to that described for example 508, (S)-N-[(3-bromopropyl)(oxido)phenyl--sulfanylidene]-5-[(3-{[(1,3-dimethyl-1H-pyrazol-5-yl)carbonyl]amino}phenyl)ethynyl]nicotinamide and dimethylamine were converted to the title compound. Reactants: [H-].[Na+] (sodium hydride oil dispersion), C(C)(C)(C)OC(=O)N1CCC(CC1)CO (4-hydroxymethyl-piperidine-1-carboxylic acid t-butyl ester), FC1=CC=C(CCl)C=C1 (4-fluorobenzyl chloride). The reagents and catalysts are [I-].C(CCC)[N+](CCCC)(CCCC)CCCC (tetrabutylammonium iodide). Run in CN(C=O)C (dimethylformamide). Run at time 0.5 hour. Product: Cl.FC1=CC=C(COCC2CCNCC2)C=C1 (4-(4-fluoro-benzyloxymethyl)-piperidine hydrochloride). Isolated yield 84.6%. RXN SMILES: C(OC([N:8]1[CH2:13][CH2:12][CH:11]([CH2:14][OH:15])[CH2:10][CH2:9]1)=O)(C)(C)C.[H-].[Na+].[F:18][C:19]1[CH:26]=[CH:25][C:22]([CH2:23][Cl:24])=[CH:21][CH:20]=1>CN(C)C=O.[I-].C([N+](CCCC)(CCCC)CCCC)CCC>[ClH:24].[F:18][C:19]1[CH:26]=[CH:25][C:22]([CH2:23][O:15][CH2:14][CH:11]2[CH2:10][CH2:9][NH:8][CH2:13][CH2:12]2)=[CH:21][CH:20]=1 |f:1.2,5.6,7.8|. Reported procedure: To a solution of 5.0 g (23.2 mmole) of the 4-hydroxymethyl-piperidine-1-carboxylic acid t-butyl ester produced above, in 100 ml of dimethylformamide, was added 1.2 g (25.6 mmole) of a 50% sodium hydride oil dispersion. After stirring for 0.5 hours, 5.0 g (34.9 mmole) of 4-fluorobenzyl chloride was added, followed by a catalytic amount of tetrabutylammonium iodide. The suspension was stirred an additional 24 hours, quenched with saturated aqueous sodium chloride and extracted with ether. The orga... The reactants are [Br-], [Br-], [Br-], O=C([O-])[O-], C[N+](C)(C)Cc1ccccc1, C[N+](C)(C)Cc1ccccc1, C[N+](C)(C)Cc1ccccc1, CO, [Ca+2], ClCCl, Cc1ccc(F)c(N)c1. Yields the product Cc1cc(N)c(F)cc1Br. As a reaction SMILES: [Br-:15].[Br-:16].[Br-:17].[C:10](=[O:11])([O-:12])[O-:13].[CH2:18]([N+:19]([CH3:20])([CH3:21])[CH3:22])[c:23]1[cH:24][cH:25][cH:26][cH:27][cH:28]1.[CH2:29]([N+:30]([CH3:31])([CH3:32])[CH3:33])[c:34]1[cH:35][cH:36][cH:37][cH:38][cH:39]1.[CH2:40]([N+:41]([CH3:42])([CH3:43])[CH3:44])[c:45]1[cH:46][cH:47][cH:48][cH:49][cH:50]1.[CH3:54][OH:55].[Ca+2:14].[Cl:51][CH2:52][Cl:53].[F:1][c:2]1[c:3]([NH2:4])[cH:5][c:6]([CH3:9])[cH:7][cH:8]1>>[F:1][c:2]1[c:3]([NH2:4])[cH:5][c:6]([CH3:9])[c:7]([Br:15])[cH:8]1.